This data is from the Open Reaction Database (ORD), a public repository of structured organic reaction records. The task is: describe an organic reaction: reactants, conditions, products, and yield Run in CC#N (CH3CN), CCOC(=O)C (EtOAc). Run at temperature 50 celsius. The product is C(C)(C)(C)OC([C@@H](C1=CC=CC=C1)NCCCC(=O)OCC)=O ((R)-ethyl 4-(2-tert-butoxy-2-oxo-1-phenylethylamino)butanoate). Reaction SMILES: Cl.[NH2:2][C@H:3]([C:11]1[CH:16]=[CH:15][CH:14]=[CH:13][CH:12]=1)[C:4]([O:6][C:7]([CH3:10])([CH3:9])[CH3:8])=[O:5].Br[CH2:18][CH2:19][CH2:20][C:21]([O:23][CH2:24][CH3:25])=[O:22].C([O-])([O-])=O.[K+].[K+]>CC#N.CCOC(C)=O>[C:7]([O:6][C:4](=[O:5])[C@H:3]([NH:2][CH2:18][CH2:19][CH2:20][C:21]([O:23][CH2:24][CH3:25])=[O:22])[C:11]1[CH:12]=[CH:13][CH:14]=[CH:15][CH:16]=1)([CH3:10])([CH3:9])[CH3:8] |f:0.1,3.4.5|. Reported procedure: A mixture of (R)-tert-butyl 2-amino-2-phenylacetate hydrochloride (0.5 g, 2.051 mmol), ethyl 4-bromobutanoate (0.44 g, 2.26 mmol), and K2CO3 (1.13 g, 8.21 mmol) in CH3CN (10 mL) was heated to 50° C. for 40 hours. The mixture was diluted with EtOAc and then washed with H2O and brine. The organic was then dried (MgSO4), filtered and concentrated. Purification by chromatography (silica gel, 40% EtOAc in Hexanes) afforded 486 mg (74%) of the title compound. MS (ESI) m/z 322 (M+H)+. Isolated yield 73.7%. The reactants are Cl.N[C@@H](C(=O)OC(C)(C)C)C1=CC=CC=C1 ((R)-tert-butyl 2-amino-2-phenylacetate hydrochloride), BrCCCC(=O)OCC (ethyl 4-bromobutanoate), C(=O)([O-])[O-].[K+].[K+] (K2CO3). The reactants are [Na+].[I-] (NaI), CO\C(=C/C(=O)OCC)\CCl (ethyl 3-methoxy-4-chlorocrotonate). Solvent: CC(=O)C (acetone). Run at time 20 hour. The product is CO\C(=C/C(=O)OCC)\CI (ethyl 3-methoxy-4-iodocrotonate). The yield is 99.6%. As a reaction SMILES: [Na+].[I-:2].[CH3:3][O:4]/[C:5](/[CH2:12]Cl)=[CH:6]\[C:7]([O:9][CH2:10][CH3:11])=[O:8]>CC(C)=O>[CH3:3][O:4]/[C:5](/[CH2:12][I:2])=[CH:6]\[C:7]([O:9][CH2:10][CH3:11])=[O:8] |f:0.1|. Procedure details: Fifteen grams (0.1 mol) of NaI was added to a solution of 3.58 g (0.02 mol) of ethyl 3-methoxy-4-chlorocrotonate in 150 mL of acetone. The solution was stirred vigorously for 20 h in a flask protected from light and standard workup yielded 5.38 g (100%) of ethyl 3-methoxy-4-iodocrotonate as an amber liquid: VPC (6 ft 5% SF96 on 60-80 mesh chromosorb G; 160° C.; 60 cm3 /min He flow) tR =4.0 min; NMR (CDCl3)δ1.31 (t, 3H, J=7 Hz, COOCCH3), 3.73 (s, 3H, OCH3), 4.24 (q, 2H, J=7 Hz, COOCH2C), 4.48 (s,... Reactants: F[B-](F)(F)F, COC(=O)C(N)Cc1ccncc1, CCN(C(C)C)C(C)C, O=C(O)c1cc2cc(Cl)ncc2[nH]1, Cl, CN(C)C=O, CN(C)C(On1nnc2ccccc21)=[N+](C)C. Product: COC(=O)C(Cc1ccncc1)NC(=O)c1cc2cc(Cl)ncc2[nH]1. As a reaction SMILES: [B-:28]([F:29])([F:30])([F:31])[F:32].[CH3:15][O:16][C:17]([CH:18]([CH2:19][c:20]1[cH:21][cH:22][n:23][cH:24][cH:25]1)[NH2:26])=[O:27].[CH:50]([N:51]([CH2:52][CH3:53])[CH:54]([CH3:55])[CH3:56])([CH3:57])[CH3:58].[Cl:1][c:2]1[cH:3][c:4]2[c:5]([cH:6][n:7]1)[nH:8][c:9]([C:11](=[O:12])[OH:13])[cH:10]2.[ClH:14].[O:59]=[CH:60][N:61]([CH3:62])[CH3:63].[n:33]1([O:34][C:35]([N:36]([CH3:37])[CH3:38])=[N+:39]([CH3:40])[CH3:41])[c:42]2[cH:43][cH:44][cH:45][cH:46][c:47]2[n:48][n:49]1>>[Cl:1][c:2]1[cH:3][c:4]2[c:5]([cH:6][n:7]1)[nH:8][c:9]([C:11](=[O:13])[NH:26][CH:18]([C:17]([O:16][CH3:15])=[O:27])[CH2:19][c:20]1[cH:21][cH:22][n:23][cH:24][cH:25]1)[cH:10]2. The reactants are C1CCOC1, Cl, OC1CN2CCC1CC2, On1nnc2ccccc21, O=C(O)C(Nc1cccc(OC(F)(F)F)c1)c1ccccc1. Product: O=C(OC1CN2CCC1CC2)C(Nc1cccc(OC(F)(F)F)c1)c1ccccc1. As a reaction SMILES: [CH2:43]1[O:44][CH2:45][CH2:46][CH2:47]1.[ClH:1].[N:34]12[CH2:35][CH:36]([OH:42])[CH:37]([CH2:38][CH2:39]1)[CH2:40][CH2:41]2.[OH:24][n:25]1[c:26]2[c:27]([cH:28][cH:29][cH:30][cH:31]2)[n:32][n:33]1.[c:2]1([CH:8]([C:9](=[O:10])[OH:11])[NH:12][c:13]2[cH:14][c:15]([O:19][C:20]([F:21])([F:22])[F:23])[cH:16][cH:17][cH:18]2)[cH:3][cH:4][cH:5][cH:6][cH:7]1>>[c:2]1([CH:8]([C:9]([O:10][CH:36]2[CH2:35][N:34]3[CH2:39][CH2:38][CH:37]2[CH2:40][CH2:41]3)=[O:11])[NH:12][c:13]2[cH:14][c:15]([O:19][C:20]([F:21])([F:22])[F:23])[cH:16][cH:17][cH:18]2)[cH:3][cH:4][cH:5][cH:6][cH:7]1. The reactants are O=C([O-])[O-], COS(=O)(=O)OC, CC(C)=O, [K+], [K+], COC(=O)c1sc2ncccc2c1O. Product: COC(=O)c1sc2ncccc2c1OC. Reaction SMILES: [C:22](=[O:23])([O-:24])[O-:25].[CH3:15][O:16][S:17]([O:18][CH3:19])(=[O:20])=[O:21].[CH3:28][C:29](=[O:30])[CH3:31].[K+:26].[K+:27].[OH:1][c:2]1[c:3]([C:11](=[O:12])[O:13][CH3:14])[s:4][c:5]2[n:6][cH:7][cH:8][cH:9][c:10]12>>[O:1]([c:2]1[c:3]([C:11](=[O:12])[O:13][CH3:14])[s:4][c:5]2[n:6][cH:7][cH:8][cH:9][c:10]12)[CH3:15]. Reactants: C(C1=CC=CC=C1)N1CCNCC1 (1-benzylpiperazine), [OH-].[Na+] (sodium hydroxide), [OH-].[Na+] (sodium hydroxide), C([O-])([O-])=O.[Na+].[Na+] (sodium carbonate), [H-].[Al+3].[Li+].[H-].[H-].[H-] (lithium aluminum hydride), C([O-])([O-])=O.[K+].[K+] (potassium carbonate), C(CCC)C1=CC=C(C(=O)Cl)C=C1 (4-n-butyl benzoyl chloride), C(CCC)C1=CC=C(C(=O)N2CCNCC2)C=C1 (1-(p-n-butylbenzoyl)-piperazine). The solvent is O1CCCC1 (tetrahydrofuran), O1CCCC1 (tetrahydrofuran), O1CCCC1 (tetrahydrofuran), O (water). Conditions: time 18 hour. The product is C(CCC)C1=CC=C(CN2CCNCC2)C=C1 (1-(p-n-Butylbenzyl)-piperazine). Reaction SMILES: C(N1CCNCC1)C1C=CC=CC=1.C(=O)([O-])[O-].[K+].[K+].C(C1C=CC(C(Cl)=O)=CC=1)CCC.[OH-].[Na+].[CH2:35]([C:39]1[CH:52]=[CH:51][C:42]([C:43]([N:45]2[CH2:50][CH2:49][NH:48][CH2:47][CH2:46]2)=O)=[CH:41][CH:40]=1)[CH2:36][CH2:37][CH3:38].[H-].[Al+3].[Li+].[H-].[H-].[H-].C(=O)([O-])[O-].[Na+].[Na+]>O.O1CCCC1>[CH2:35]([C:39]1[CH:52]=[CH:51][C:42]([CH2:43][N:45]2[CH2:46][CH2:47][NH:48][CH2:49][CH2:50]2)=[CH:41][CH:40]=1)[CH2:36][CH2:37][CH3:38] |f:1.2.3,5.6,8.9.10.11.12.13,14.15.16|. Reported procedure: A 26.4 g. portion of 1-benzylpiperazine, 25 g. of potassium carbonate and 200 ml. of dry tetrahydrofuran were stirred and cooled. A 31.5 g. portion of 4-n-butyl benzoyl chloride and 100 ml. of tetrahydrofuran were added and the mixture stirred 18 hours. A 100 ml. portion of 1 N sodium hydroxide was added and the mixture stirred for one hour. The phases were separated. The aqueous phase was extracted with 100 ml. of chloroform. The extract was combined with the tetrahydrofuran layer, dried and ev...